This data is from the Open Reaction Database (ORD), a public repository of structured organic reaction records. The task is: describe an organic reaction: reactants, conditions, products, and yield Reactants: O=C([O-])[O-], CS(=O)(=O)OC1CN(C(c2ccccc2)c2ccccc2)C1, CC#N, [K+], [K+], CC(C)(C)OC(=O)N1CCNCC1, C1CCOC1. Yields the product CC(C)(C)OC(=O)N1CCN(C2CN(C(c3ccccc3)c3ccccc3)C2)CC1. Reaction SMILES: [C:1](=[O:2])([O-:3])[O-:4].[CH3:20][S:21]([O:22][CH:25]1[CH2:26][N:27]([CH:29]([c:30]2[cH:31][cH:32][cH:33][cH:34][cH:35]2)[c:36]2[cH:37][cH:38][cH:39][cH:40][cH:41]2)[CH2:28]1)(=[O:23])=[O:24].[CH3:42][C:43]#[N:44].[K+:5].[K+:6].[N:7]1([C:13](=[O:14])[O:15][C:16]([CH3:17])([CH3:18])[CH3:19])[CH2:8][CH2:9][NH:10][CH2:11][CH2:12]1.[O:45]1[CH2:46][CH2:47][CH2:48][CH2:49]1>>[N:7]1([C:13](=[O:14])[O:15][C:16]([CH3:17])([CH3:18])[CH3:19])[CH2:8][CH2:9][N:10]([CH:25]2[CH2:26][N:27]([CH:29]([c:30]3[cH:31][cH:32][cH:33][cH:34][cH:35]3)[c:36]3[cH:37][cH:38][cH:39][cH:40][cH:41]3)[CH2:28]2)[CH2:11][CH2:12]1. Starting materials: CNC(=O)CN1CCOCC1, C1COCCN1C2=CC(=O)N3C=CC=C(C3=N2)C4=CC=CC5=C4SC6=C5C=C(C=C6)OS(=O)(=O)C(F)(F)F. Reagents/catalysts: C(=O)([O-])[O-].[Cs+].[Cs+], CC1(C2=C(C(=CC=C2)P(C3=CC=CC=C3)C4=CC=CC=C4)OC5=C1C=CC=C5P(C6=CC=CC=C6)C7=CC=CC=C7)C, C1=CC=C(C=C1)/C=C/C(=O)/C=C/C2=CC=CC=C2.C1=CC=C(C=C1)/C=C/C(=O)/C=C/C2=CC=CC=C2.C1=CC=C(C=C1)/C=C/C(=O)/C=C/C2=CC=CC=C2.[Pd].[Pd]. Solvent: C1COCCO1. Reaction conditions: temperature 110 celsius. The product is CN(C1=CC2=C(C=C1)SC3=C2C=CC=C3C4=CC=CN5C4=NC(=CC5=O)N6CCOCC6)C(=O)CN7CCOCC7. The yield is 0.0%. Procedure: A solution of 6-(2-morpholino-4-oxo-4H-pyrido[1,2-a]pyrimidin-9-yl)dibenzo[b,d]thiophen-2-yl trifluoromethanesulfonate (100mg, 0.18 mmol) in dry dioxane (1 ml) was added to a stirred mixture of N-methyl-2-morpholinoacetamide (33.8 mg, 0.21 mmol), TRIS(DIBENZYLIDENEACETONE)DIPALLADIUM(0) (4.08 mg, 4.45 µmol), (9,9-dimethyl-9H-xanthene-4,5-diyl)bis(diphenylphosphine) (5.15 mg, 8.90 µmol) and cesium carbonate (232 mg, 0.71 mmol) in dry dioxane (1 ml) . The resulting mixture was stirred under nitrog... Reactants: [H][H] (hydrogen), FC1=CC=C(C=C1)C(CCC(C(NC1=CC=C(C=C1)F)C1=CC=C(C#N)C=C1)C(=O)N1C(OCC1C1=CC=CC=C1)=O)O (4-[5-(4-Fluorophenyl)-1-(4-fluorophenylamino)-5-hydroxy-2-(2-oxo-4-phenyl-oxazolidin-3-carbonyl)pentyl]benzonitrile), C(C)O (ethanol), N (ammonia). The reagents and catalysts are [Ni] (Raney-Nickel). Yields the product NCC=1C=C(C=CC1)C1C(C(N1C1=CC=C(C=C1)F)=O)CCC(O)C1=CC=C(C=C1)F (4-(3-Aminomethylphenyl)-1-(4-fluorophenyl)-3-[3-(4-fluorophenyl)-3-hydroxypropyl]-azetidin-2-one). As a reaction SMILES: [H][H].[F:3][C:4]1[CH:9]=[CH:8][C:7]([CH:10]([OH:45])[CH2:11][CH2:12][CH:13]([C:31](N2C(C3C=CC=CC=3)COC2=O)=[O:32])[CH:14]([C:23]2[CH:30]=[CH:29][C:26](C#N)=[CH:25][CH:24]=2)[NH:15][C:16]2[CH:21]=[CH:20][C:19]([F:22])=[CH:18][CH:17]=2)=[CH:6][CH:5]=1.[NH3:46].[CH2:47](O)C>[Ni]>[NH2:46][CH2:47][C:25]1[CH:24]=[C:23]([CH:14]2[N:15]([C:16]3[CH:21]=[CH:20][C:19]([F:22])=[CH:18][CH:17]=3)[C:31](=[O:32])[CH:13]2[CH2:12][CH2:11][CH:10]([C:7]2[CH:6]=[CH:5][C:4]([F:3])=[CH:9][CH:8]=2)[OH:45])[CH:30]=[CH:29][CH:26]=1. Reported procedure: In an autoclave, at a hydrogen pressure of 75 bar, 2.5 g of 3-{1-(4-fluorophenyl)-3-[3-(4-fluorophenyl)-3-hydroxypropyl]-4-oxoazetidin-2-yl}benzonitrile 5 are reacted in 100 ml of ethanol and 15 ml of concentrated ammonia with 1.0 g of Raney-Nickel for 20 h. The reaction solution is filtered, concentrated and separated by silica gel chromatography (methylene chloride/methanol=10/1). This gives 15: C25H24F2N2O2 (422.48) MS (ESI) 405 (M+H—H2O) Reactants: FC=1C=C2C(C(NC2=C(C1)C(C1=CC=C(C=C1)F)=O)=O)SC (5-fluoro-7-(4-fluorobenzoyl)-3-methylthioindolin-2-one). The reagents and catalysts are [Ni] (Raney nickel). Solvent: O1CCCC1 (tetrahydrofuran). The product is FC=1C=C2CC(NC2=C(C1)C(C1=CC=C(C=C1)F)=O)=O (5-Fluoro-7-(4-fluorobenzoyl)indolin-2-one). Isolated yield 6.4%. Reaction SMILES: [F:1][C:2]1[CH:3]=[C:4]2[C:8](=[C:9]([C:11](=[O:19])[C:12]3[CH:17]=[CH:16][C:15]([F:18])=[CH:14][CH:13]=3)[CH:10]=1)[NH:7][C:6](=[O:20])[CH:5]2SC>O1CCCC1.[Ni]>[F:1][C:2]1[CH:3]=[C:4]2[C:8](=[C:9]([C:11](=[O:19])[C:12]3[CH:13]=[CH:14][C:15]([F:18])=[CH:16][CH:17]=3)[CH:10]=1)[NH:7][C:6](=[O:20])[CH2:5]2. Procedure: A slurry of 27.1 g (0.85 mole) of 5-fluoro-7-(4-fluorobenzoyl)-3-methylthioindolin-2-one in 500 ml of tetrahydrofuran was treated with 220 g of wet Raney nickel. The mixture was filtered and the filtrate was concentrated. The residue obtained was crystallized from acetone to give 14.8 g (64%) of the titled compound as light yellow crystals, m.p. 195°-196.5° C.